This data is from the Open Reaction Database (ORD), a public repository of structured organic reaction records. The task is: describe an organic reaction: reactants, conditions, products, and yield The reactants are [N+](=O)([O-])C1=C(C=CC(=C1)Cl)I(Cl)Cl (2-Nitro-4-chloro(dichloroiodo)benzene), aqueous solution, [OH-].[Na+] (sodium hydroxide). Reaction conditions: time 0.5 hour. Yields the product [N+](=O)([O-])C1=C(C=CC(=C1)Cl)I=O (2-Nitro-4-chloroiodosobenzene). As a reaction SMILES: [N+:1]([C:4]1[CH:9]=[C:8]([Cl:10])[CH:7]=[CH:6][C:5]=1[I:11](Cl)Cl)([O-:3])=[O:2].[OH-:14].[Na+]>>[N+:1]([C:4]1[CH:9]=[C:8]([Cl:10])[CH:7]=[CH:6][C:5]=1[I:11]=[O:14])([O-:3])=[O:2] |f:1.2|. Reported procedure: 2-Nitro-4-chloro(dichloroiodo)benzene (2.0 g) was added to 100 mL of cold (about 5° C.) 20 percent aqueous solution of sodium hydroxide. The mixture was stirred for 0.5 hr, and the desired orange product was subsequently isolated by filtration and air dried; yield, 1.13 g; m.p. 118° C. (decomposed (dec.)). Reactants: [N+](=O)([O-])C1(CC=CC=C1)O (1-Nitrophenol), O1C(CO)C1 (2,3-epoxypropanol), C[O-].[Na+] (sodium methylate). Run in CO (methanol). The product is OCC(COC1=CC=C(C=C1)[N+](=O)[O-])O (1,2-dihydroxy-3-(4-nitrophenyloxy)-propane). As a reaction SMILES: [N+:1]([C:4]1(O)[CH:9]=[CH:8][CH:7]=[CH:6][CH2:5]1)([O-:3])=[O:2].[O:11]1[CH2:15][CH:12]1[CH2:13][OH:14].C[O-:17].[Na+]>CO>[OH:11][CH2:15][CH:12]([OH:17])[CH2:13][O:14][C:7]1[CH:8]=[CH:9][C:4]([N+:1]([O-:3])=[O:2])=[CH:5][CH:6]=1 |f:2.3|. Procedure: 1-Nitrophenol (2.6 grams; 19 mmole) is added to a mixture of 2,3-epoxypropanol (1.16 g; 15.6 mmole), anhydrous methanol (10 ml.) and sodium methylate (1.0 g.). After five hours under reflux, the solvent is evaporated and the residue chromatographed on preparative silicic acid plates using chloroform-methanol (9:1) to yield 1,2-dihydroxy-3-(4-nitrophenyloxy)-propane which may be crystallized from chloroform-ethyl acetate. In a similar manner, 1,2-dihydroxy-4-(4-nitrophenyloxy)-butane is prepared. Run in mixed solvent, O1CCCC1 (tetrahydrofuran), CO (methanol). Run at time 1 hour. Yield: 68.5%. The reactants are C(C=C)(=O)N1[C@H](C[C@@H](CC1)OC=1C=C2C(=NC=NC2=CC1OC)NC1=C(C(=C(C=C1)F)Cl)F)C(=O)OC ((2R,4R)-methyl 1-acryloyl-4-(4-(3-chloro-2,4-difluorophenylamino)-7-methoxyquinazolin-6-yloxy)piperidin-2-carboxylate), O.[OH-].[Li+] (lithium hydroxide monohydrate). As a reaction SMILES: [C:1]([N:5]1[CH2:10][CH2:9][C@@H:8]([O:11][C:12]2[CH:13]=[C:14]3[C:19](=[CH:20][C:21]=2[O:22][CH3:23])[N:18]=[CH:17][N:16]=[C:15]3[NH:24][C:25]2[CH:30]=[CH:29][C:28]([F:31])=[C:27]([Cl:32])[C:26]=2[F:33])[CH2:7][C@@H:6]1[C:34]([O:36]C)=[O:35])(=[O:4])[CH:2]=[CH2:3].O.[OH-].[Li+]>O1CCCC1.CO>[C:1]([N:5]1[CH2:10][CH2:9][C@@H:8]([O:11][C:12]2[CH:13]=[C:14]3[C:19](=[CH:20][C:21]=2[O:22][CH3:23])[N:18]=[CH:17][N:16]=[C:15]3[NH:24][C:25]2[CH:30]=[CH:29][C:28]([F:31])=[C:27]([Cl:32])[C:26]=2[F:33])[CH2:7][C@@H:6]1[C:34]([OH:36])=[O:35])(=[O:4])[CH:2]=[CH2:3] |f:1.2.3|. Product: C(C=C)(=O)N1[C@H](C[C@@H](CC1)OC=1C=C2C(=NC=NC2=CC1OC)NC1=C(C(=C(C=C1)F)Cl)F)C(=O)O ((2R,4R)-1-acryloyl-4-(4-(3-chloro-2,4-difluorophenylamino)-7-methoxyquinazolin-6-yloxy)piperidin-2-carboxylic acid). Reported procedure: 15 mg of the compound obtained in Example 133 was dissolved in 0.2 ml of a mixed solvent of tetrahydrofuran and methanol (1:1), and 1.4 mg of lithium hydroxide monohydrate was added thereto at 0° C. The resulting mixture was incubated at room temperature for one hour. After the reaction terminated, the resulting solution was acidified to pH 4 with a 3N HCl and extracted twice with methylene chloride. The organic layer was dried over anhydrous magnesium sulfate, filtered and distilled under a red... Reactants: C(C)OC(CC=1N=C(SC1)NC(=O)NC1=C(C=C(C=C1)C)C(=O)C1CCCC1)=O ({2-[3-(2-cyclopentanecarbonyl-4-methyl-phenyl)-ureido]-thiazol-4-yl}-acetic acid ethyl ester), ClN1C(CCC1=O)=O (N-chlorosuccinimide). Solvent: C(Cl)Cl (DCM), C(C)#N (acetonitrile). Conditions: time 1.5 hour. The product is C(C)OC(CC=1N=C(SC1Cl)NC(=O)NC1=C(C=C(C=C1)C)C(=O)C1CCCC1)=O ({5-Chloro-2-[3-(2-cyclopentanecarbonyl-4-methyl-phenyl)-ureido]-thiazol-4-yl}-acetic acid ethyl ester). The yield is 148.2%. Reaction SMILES: [CH2:1]([O:3][C:4](=[O:29])[CH2:5][C:6]1[N:7]=[C:8]([NH:11][C:12]([NH:14][C:15]2[CH:20]=[CH:19][C:18]([CH3:21])=[CH:17][C:16]=2[C:22]([CH:24]2[CH2:28][CH2:27][CH2:26][CH2:25]2)=[O:23])=[O:13])[S:9][CH:10]=1)[CH3:2].[Cl:30]N1C(=O)CCC1=O>C(#N)C.C(Cl)Cl>[CH2:1]([O:3][C:4](=[O:29])[CH2:5][C:6]1[N:7]=[C:8]([NH:11][C:12]([NH:14][C:15]2[CH:20]=[CH:19][C:18]([CH3:21])=[CH:17][C:16]=2[C:22]([CH:24]2[CH2:28][CH2:27][CH2:26][CH2:25]2)=[O:23])=[O:13])[S:9][C:10]=1[Cl:30])[CH3:2]. Procedure details: To a solution of {2-[3-(2-cyclopentanecarbonyl-4-methyl-phenyl)-ureido]-thiazol-4-yl}-acetic acid ethyl ester (0.05 g, 0.12 mmol) in 2 ml of acetonitrile was added N-chlorosuccinimide (0.018 g, 0.13 mmol). The reaction mixture was stirred under nitrogen in a pressure bottle excluded from light for 1.5 hour at 80° C. The mixture was diluted with 15 ml of DCM, washed (1N HCl, saturated NaHCO3, water), dried (MgSO4) and concentrated under reduced pressure. The crude product was purified by preparat... Starting materials: O=C1N(C=2C=CC=C(C2C=C1)C(=O)OC)CC=O (methyl 2-oxo-1-(2-oxoethyl)-1,2-dihydroquinoline-5-carboxylate), O1CCOC2=C1C=CC(=C2)CN(C(OC(C)(C)C)=O)C2CCNCC2 (tert-butyl (2,3-dihydro-1,4-benzodioxin-6-ylmethyl)(piperidin-4-yl)carbamate), C(O)([O-])=O.[Na+] (sodium hydrogen carbonate), C(C)(=O)O[BH-](OC(C)=O)OC(C)=O.[Na+] (sodium triacetoxyborohydride). The solvent is C(C)(=O)O (acetic acid), C(Cl)(Cl)Cl (chloroform). Run at time 2 hour. The product is O1CCOC2=C1C=CC(=C2)CN(C(OC(C)(C)C)=O)C2CCN(CC2)CCN2C(C=CC1=C(C=CC=C21)C(=O)OC)=O (tert-butyl (2,3-dihydro-1,4-benzodioxin-6-ylmethyl)(1-(2-(5-methoxycarbonyl-2-oxoquinolin-1(2H)-yl)ethyl)piperidin-4-yl)carbamate). Reaction SMILES: [O:1]=[C:2]1[CH:11]=[CH:10][C:9]2[C:8]([C:12]([O:14][CH3:15])=[O:13])=[CH:7][CH:6]=[CH:5][C:4]=2[N:3]1[CH2:16][CH:17]=O.[O:19]1[C:24]2[CH:25]=[CH:26][C:27]([CH2:29][N:30]([CH:38]3[CH2:43][CH2:42][NH:41][CH2:40][CH2:39]3)[C:31](=[O:37])[O:32][C:33]([CH3:36])([CH3:35])[CH3:34])=[CH:28][C:23]=2[O:22][CH2:21][CH2:20]1.C(O[BH-](OC(=O)C)OC(=O)C)(=O)C.[Na+].C(=O)([O-])O.[Na+]>C(O)(=O)C.C(Cl)(Cl)Cl>[O:19]1[C:24]2[CH:25]=[CH:26][C:27]([CH2:29][N:30]([CH:38]3[CH2:43][CH2:42][N:41]([CH2:17][CH2:16][N:3]4[C:4]5[C:9](=[C:8]([C:12]([O:14][CH3:15])=[O:13])[CH:7]=[CH:6][CH:5]=5)[CH:10]=[CH:11][C:2]4=[O:1])[CH2:40][CH2:39]3)[C:31](=[O:37])[O:32][C:33]([CH3:36])([CH3:34])[CH3:35])=[CH:28][C:23]=2[O:22][CH2:21][CH2:20]1 |f:2.3,4.5|. Reported procedure: To 1 mL of a chloroform solution containing methyl 2-oxo-1-(2-oxoethyl)-1,2-dihydroquinoline-5-carboxylate, 26.5 mg of tert-butyl (2,3-dihydro-1,4-benzodioxin-6-ylmethyl)(piperidin-4-yl)carbamate and 6.9 mg of acetic acid were added, and stirred at room temperature for 2 hours. To the reaction mixture, 24.2 mg of sodium triacetoxyborohydride was added, and stirred for 1.5 hours. Aqueous saturated sodium hydrogen carbonate solution was added, the organic layer was separated. The organic layer was... Reactants: CC(C)C(Br)C(=O)O, CCC(Br)C(=O)O, CC(=O)OCCCOCOC(C)=O, CC#N, CCc1c(Cc2cc(C)cc(C)c2)[nH]c(=O)[nH]c1=O, Cc1cc(C)cc(Cc2[nH]c(=O)[nH]c(=O)c2C(C)C)c1, CN([SiH](C)C)[Si](C)(C)C, [Cl-], C[Si](C)(C)Cl, ClCCl. Product: CCc1c(Cc2cc(C)cc(C)c2)n(COCCCOC(C)=O)c(=O)[nH]c1=O. Reaction SMILES: [Br:40][CH:41]([CH:42]([CH3:43])[CH3:44])[C:45]([OH:46])=[O:47].[Br:48][CH:49]([CH2:50][CH3:51])[C:52]([OH:53])=[O:54].[C:55]([CH3:56])(=[O:57])[O:58][CH2:59][CH2:60][CH2:61][O:62][CH2:63][O:64][C:65](=[O:66])[CH3:67].[C:83](#[N:84])[CH3:85].[CH2:1]([CH3:2])[c:3]1[c:4](=[O:19])[nH:5][c:6](=[O:18])[nH:7][c:8]1[CH2:9][c:10]1[cH:11][c:12]([CH3:17])[cH:13][c:14]([CH3:16])[cH:15]1.[CH3:20][c:21]1[cH:22][c:23]([CH2:28][c:29]2[nH:30][c:31](=[O:32])[nH:33][c:34](=[O:35])[c:36]2[CH:37]([CH3:38])[CH3:39])[cH:24][c:25]([CH3:26])[cH:27]1.[CH3:68][SiH:69]([CH3:70])[N:71]([CH3:72])[Si:73]([CH3:74])([CH3:75])[CH3:76].[Cl-:82].[Cl:77][Si:78]([CH3:79])([CH3:80])[CH3:81].[Cl:86][CH2:87][Cl:88]>>[CH2:1]([CH3:2])[c:3]1[c:4](=[O:19])[nH:5][c:6](=[O:18])[n:7]([CH2:63][O:62][CH2:61][CH2:60][CH2:59][O:58][C:55]([CH3:56])=[O:57])[c:8]1[CH2:9][c:10]1[cH:11][c:12]([CH3:17])[cH:13][c:14]([CH3:16])[cH:15]1.